Dataset: the Open Reaction Database (ORD), a public repository of structured organic reaction records. Task: describe an organic reaction: reactants, conditions, products, and yield The reactants are O=C([O-])c1ccccc1, O=C1OC(=O)c2cc(F)ccc21, [Na+], CN(C)C=O. Product: O=C(Oc1ccc2c(c1)C(=O)OC2=O)c1ccccc1. RXN SMILES: [C:13]([c:14]1[cH:15][cH:16][cH:17][cH:18][cH:19]1)(=[O:20])[O-:21].[F:1][c:2]1[cH:3][c:4]2[c:5]([cH:11][cH:12]1)[C:6](=[O:7])[O:8][C:9]2=[O:10].[Na+:22].[O:23]=[CH:24][N:25]([CH3:26])[CH3:27]>>[c:2]1([O:21][C:13]([c:14]2[cH:15][cH:16][cH:17][cH:18][cH:19]2)=[O:20])[cH:3][c:4]2[c:5]([cH:11][cH:12]1)[C:6](=[O:7])[O:8][C:9]2=[O:10]. Starting materials: CN(C)C=O (DMF), OC(C(C)C)(C=1N=CN(C1)C(C1=CC=CC=C1)(C1=CC=CC=C1)C1=CC=CC=C1)C=1C=C2C=CC(=CC2=CC1)C(=O)N(C(C)C)C(C)C (6-[1-hydroxy-2-methyl-1-(1-trityl-1H-imidazol-4-yl)propyl]-N,N-diisopropyl-2-naphthamide), CN(CCN(C)C)C (N,N,N′,N′-tetramethylethylenediamine), CCCCCC.C(CCC)[Li] (butyllithium hexane). The solvent is O (Water), C1(=CC=CC=C1)C (toluene), C(C)(=O)OCC (ethyl acetate). Conditions: time 2 hour. Yields the product C(=O)C1=C(C=CC2=CC(=CC=C12)C(C(C)C)(C=1N=CN(C1)C(C1=CC=CC=C1)(C1=CC=CC=C1)C1=CC=CC=C1)O)C(=O)N(C(C)C)C(C)C (1-formyl-6-[1-hydroxy-2-methyl-1-(1-trityl-1H-imidazol-4-yl)propyl]-N,N-diisopropyl-2-naphthamide). RXN SMILES: [OH:1][C:2]([C:30]1[CH:31]=[C:32]2[C:37](=[CH:38][CH:39]=1)[CH:36]=[C:35]([C:40]([N:42]([CH:46]([CH3:48])[CH3:47])[CH:43]([CH3:45])[CH3:44])=[O:41])[CH:34]=[CH:33]2)([C:6]1[N:7]=[CH:8][N:9]([C:11]([C:24]2[CH:29]=[CH:28][CH:27]=[CH:26][CH:25]=2)([C:18]2[CH:23]=[CH:22][CH:21]=[CH:20][CH:19]=2)[C:12]2[CH:17]=[CH:16][CH:15]=[CH:14][CH:13]=2)[CH:10]=1)[CH:3]([CH3:5])[CH3:4].CN(C)CCN(C)C.CCCCCC.C([Li])CCC.CN([CH:71]=[O:72])C>C1(C)C=CC=CC=1.C(OCC)(=O)C.O>[CH:71]([C:36]1[C:37]2[C:32](=[CH:31][C:30]([C:2]([OH:1])([C:6]3[N:7]=[CH:8][N:9]([C:11]([C:24]4[CH:29]=[CH:28][CH:27]=[CH:26][CH:25]=4)([C:12]4[CH:17]=[CH:16][CH:15]=[CH:14][CH:13]=4)[C:18]4[CH:19]=[CH:20][CH:21]=[CH:22][CH:23]=4)[CH:10]=3)[CH:3]([CH3:5])[CH3:4])=[CH:39][CH:38]=2)[CH:33]=[CH:34][C:35]=1[C:40]([N:42]([CH:43]([CH3:45])[CH3:44])[CH:46]([CH3:48])[CH3:47])=[O:41])=[O:72] |f:2.3|. Procedure: To a solution (1000 mL) of 6-[1-hydroxy-2-methyl-1-(1-trityl-1H-imidazol-4-yl)propyl]-N,N-diisopropyl-2-naphthamide (50.0 g) and N,N,N′,N′-tetramethylethylenediamine (94.9 mL) in toluene was added dropwise a butyllithium hexane solution (1.6 M: 196 mL) at −70° C. After stirring at the same temperature for 2 hrs., DMF (60.9 mL) was added dropwise and mixture was stirred for 20 min. Water was added to the reaction solution and the mixture was diluted with ethyl acetate. The organic layer was washe... The reactants are [Br-], Cc1sc2ccccc2[n+]1Cc1ccccc1, CN(C)c1ccc(C=O)cc1, CC(=O)OC(C)=O. Yields the product [Br-], CN(C)c1ccc(C=Cc2sc3ccccc3[n+]2Cc2ccccc2)cc1. RXN SMILES: [Br-:1].[CH2:2]([c:3]1[cH:4][cH:5][cH:6][cH:7][cH:8]1)[n+:9]1[c:10]([CH3:18])[s:11][c:12]2[c:13]1[cH:14][cH:15][cH:16][cH:17]2.[CH3:19][N:20]([c:21]1[cH:22][cH:23][c:24]([CH:25]=[O:26])[cH:27][cH:28]1)[CH3:29].[CH3:30][C:31]([O:32][C:33](=[O:34])[CH3:35])=[O:36]>>[Br-:1].[CH2:2]([c:3]1[cH:4][cH:5][cH:6][cH:7][cH:8]1)[n+:9]1[c:10]([CH:18]=[CH:25][c:24]2[cH:23][cH:22][c:21]([N:20]([CH3:19])[CH3:29])[cH:28][cH:27]2)[s:11][c:12]2[c:13]1[cH:14][cH:15][cH:16][cH:17]2. Starting materials: [Al+3], C1CCOC1, CCC1NCCCNC1=O, [H-], [H-], [H-], [H-], [Li+]. Yields the product CCC1CNCCCN1. Reaction SMILES: [Al+3:2].[CH2:17]1[O:18][CH2:19][CH2:20][CH2:21]1.[CH2:7]([CH3:8])[CH:9]1[C:10](=[O:16])[NH:11][CH2:12][CH2:13][CH2:14][NH:15]1.[H-:1].[H-:4].[H-:5].[H-:6].[Li+:3]>>[CH2:7]([CH3:8])[CH:9]1[CH2:10][NH:11][CH2:12][CH2:13][CH2:14][NH:15]1.